From a dataset of the Open Reaction Database (ORD), a public repository of structured organic reaction records. describe an organic reaction: reactants, conditions, products, and yield Reactants: N1(CCCCC1)CCCON=C(C1=CC(=CC=C1)[N+](=O)[O-])Cl (N-[3-(1-piperidinyl)propoxy]-3-nitro-benzimidoyl-chloride), ClC1=CC(=CC=C1)C(=O)OO (m-chloroperbenzoic acid). Run in C(Cl)(Cl)Cl (chloroform), C(Cl)(Cl)Cl (chloroform). Conditions: temperature 25 celsius, time 6 hour. The product is O.O.[O-][N+]1(CCCCC1)CCCON=C(C1=CC(=CC=C1)[N+](=O)[O-])Cl (N-[3-(1-oxido-1-piperidinyl)propoxy]-3-nitro-benzimidoyl-chloride dihydrate). RXN SMILES: [N:1]1([CH2:7][CH2:8][CH2:9][O:10][N:11]=[C:12]([Cl:22])[C:13]2[CH:18]=[CH:17][CH:16]=[C:15]([N+:19]([O-:21])=[O:20])[CH:14]=2)[CH2:6][CH2:5][CH2:4][CH2:3][CH2:2]1.ClC1C=CC=C(C(OO)=[O:31])C=1>C(Cl)(Cl)Cl>[OH2:10].[OH2:31].[O-:31][N+:1]1([CH2:7][CH2:8][CH2:9][O:10][N:11]=[C:12]([Cl:22])[C:13]2[CH:18]=[CH:17][CH:16]=[C:15]([N+:19]([O-:21])=[O:20])[CH:14]=2)[CH2:6][CH2:5][CH2:4][CH2:3][CH2:2]1 |f:3.4.5|. Reported procedure: To a solution of 1.0 g (3.0 mmol) of N-[3-(1-piperidinyl)propoxy]-3-nitro-benzimidoyl-chloride in 5 ml of chloroform a solution of 0.725 g (4.2 mmol) of m-chloroperbenzoic acid in 6 ml of chloroform is added. The reaction mixture is stirred for 6 hours at 25° C., then evaporated. To the residue 12 ml of 2 M potassium carbonate solution is added, and extracted 5 times with 20 ml of chloroform. The combined extracts are dried over magnesium sulfate, filtered and evaporated. The product is dissolve...